This data is from the Open Reaction Database (ORD), a public repository of structured organic reaction records. The task is: describe an organic reaction: reactants, conditions, products, and yield The reactants are FC(C(=O)O)(C(F)(F)F)OC(C(C(F)(F)F)(F)F)(F)F (2,3,3,3-tetrafluoro-2-(1,1,2,2,3,3,3-heptafluoropropoxy)propionic acid), [Cl-].C1(=CC=CC=C1)[S+](C1=CC=CC=C1)C1=CC=CC=C1 (triphenylsulfonium chloride), C(C(C)C)C(=O)C (methyl isobutyl ketone). Run in ClCCl (dichloromethane). Product: FC(C(=O)[O-])(C(F)(F)F)OC(C(C(F)(F)F)(F)F)(F)F.C1(=CC=CC=C1)[S+](C1=CC=CC=C1)C1=CC=CC=C1 (triphenylsulfonium 2,3,3,3-tetrafluoro-2-(1,1,2,2,3,3,3-heptafluoropropoxy)propionate). Yield: 35.4%. As a reaction SMILES: [F:1][C:2]([O:10][C:11]([F:20])([F:19])[C:12]([F:18])([F:17])[C:13]([F:16])([F:15])[F:14])([C:6]([F:9])([F:8])[F:7])[C:3]([OH:5])=[O:4].[Cl-].[C:22]1([S+:28]([C:35]2[CH:40]=[CH:39][CH:38]=[CH:37][CH:36]=2)[C:29]2[CH:34]=[CH:33][CH:32]=[CH:31][CH:30]=2)[CH:27]=[CH:26][CH:25]=[CH:24][CH:23]=1.C(C(C)=O)C(C)C>ClCCl>[F:1][C:2]([O:10][C:11]([F:19])([F:20])[C:12]([F:18])([F:17])[C:13]([F:14])([F:15])[F:16])([C:6]([F:9])([F:8])[F:7])[C:3]([O-:5])=[O:4].[C:35]1([S+:28]([C:22]2[CH:23]=[CH:24][CH:25]=[CH:26][CH:27]=2)[C:29]2[CH:34]=[CH:33][CH:32]=[CH:31][CH:30]=2)[CH:36]=[CH:37][CH:38]=[CH:39][CH:40]=1 |f:1.2,5.6|. Procedure details: To 6.6 g (0.02 mol) of 2,3,3,3-tetrafluoro-2-(1,1,2,2,3,3,3-heptafluoropropoxy)propionic acid were added an amount (0.03 mol) of triphenylsulfonium chloride aqueous solution, 60 g of methyl isobutyl ketone, and 25 g of dichloromethane. An organic layer was taken out, and washed with 50 g of water three times. After the solvent was distilled off in vacuum, the residue was added to diisopropyl ether for crystallization. On filtration and drying, 4.2 g of white crystals was obtained (yield 35%). Th... Starting materials: [I-].C[N+]1=C(C=CC=C1)Cl (1-methyl-2-chloropyridinium iodide), [Si](C)(C)(C(C)(C)C)OC=1C(=NC=CC1)C=1C=C(N)C=CC1 (3-(3-tert-butyldimethylsilyloxypyridin-2-yl)-aniline), C(C)(C)(C)OC(=O)NC(=S)NC(=O)OC(C)(C)C (N,N′-bis(tert-butoxycarbonyl)thiourea), C(C)(C)N(CC)C(C)C (diisopropylethylamine). Run in ClCCl (dichloromethane), C(C)(=O)OCC (ethyl acetate). Conditions: time 18 hour. Product: C(C)(C)(C)OC(=O)NC(=NC1=CC(=CC=C1)C1=NC=CC=C1O[Si](C)(C)C(C)(C)C)NC(=O)OC(C)(C)C (N,N′-bis(tert-butoxycarbonyl)-N″-(3-(3-tert-butyldimethylsilyloxypyridin-2-yl)phenyl)guanidine). Isolated yield 88.8%. Reaction SMILES: [Si:1]([O:8][C:9]1[C:10]([C:15]2[CH:16]=[C:17]([CH:19]=[CH:20][CH:21]=2)[NH2:18])=[N:11][CH:12]=[CH:13][CH:14]=1)([C:4]([CH3:7])([CH3:6])[CH3:5])([CH3:3])[CH3:2].[C:22]([O:26][C:27]([NH:29][C:30]([NH:32][C:33]([O:35][C:36]([CH3:39])([CH3:38])[CH3:37])=[O:34])=S)=[O:28])([CH3:25])([CH3:24])[CH3:23].C(N(C(C)C)CC)(C)C.[I-].C[N+]1C=CC=CC=1Cl>ClCCl.C(OCC)(=O)C>[C:36]([O:35][C:33]([NH:32][C:30]([NH:29][C:27]([O:26][C:22]([CH3:25])([CH3:24])[CH3:23])=[O:28])=[N:18][C:17]1[CH:19]=[CH:20][CH:21]=[C:15]([C:10]2[C:9]([O:8][Si:1]([C:4]([CH3:7])([CH3:6])[CH3:5])([CH3:3])[CH3:2])=[CH:14][CH:13]=[CH:12][N:11]=2)[CH:16]=1)=[O:34])([CH3:39])([CH3:38])[CH3:37] |f:3.4|. Procedure details: To a suspension of 3-(3-tert-butyldimethylsilyloxypyridin-2-yl)-aniline (303 mg), N,N′-bis(tert-butoxycarbonyl)thiourea (335 mg) and diisopropylethylamine (0.405 ml) in dichloromethane (10 ml) was added 1-methyl-2-chloropyridinium iodide (335 mg), and the mixture was stirred for 18 hours. The mixture was diluted with ethyl acetate, washed with water and brine, dried over magnesium sulfate and evaporated under reduced pressure. The residue was purified by column chromatography (silica gel, 35 g, ... The reactants are C([O-])(O)=O.[Na+] (sodium bicarbonate), C(C1=CC=CC=C1)N1CCNCC1 (1-benzylpiperazine), NC=1N=NC(=CC1)Cl (3-amino-6-chloropyridazine). Run in aqueous solution. The product is C(C1=CC=CC=C1)N1CCN(CC1)C1=CC=C(N=N1)N (6-(4-benzylpiperazin-1-yl)pyridazin-3-ylamine). Isolated yield 82.2%. As a reaction SMILES: [CH2:1]([N:8]1[CH2:13][CH2:12][NH:11][CH2:10][CH2:9]1)[C:2]1[CH:7]=[CH:6][CH:5]=[CH:4][CH:3]=1.[NH2:14][C:15]1[N:16]=[N:17][C:18](Cl)=[CH:19][CH:20]=1.C(=O)(O)[O-].[Na+]>>[CH2:1]([N:8]1[CH2:13][CH2:12][N:11]([C:18]2[N:17]=[N:16][C:15]([NH2:14])=[CH:20][CH:19]=2)[CH2:10][CH2:9]1)[C:2]1[CH:3]=[CH:4][CH:5]=[CH:6][CH:7]=1 |f:2.3|. Procedure: 48.9 g (278 mmol) of 1-benzylpiperazine and 12.0 g (92.6 mmol) of 3-amino-6-chloropyridazine are heated at 160° C. for 1 hour. The brown oil obtained is poured into 500 ml of an aqueous solution of sodium bicarbonate and the product is extracted with dichloromethane. The organic phase is dried and then concentrated under reduced pressure. The oil obtained is triturated in diethyl ether and 20.5 g of a solid are isolated after filtration and drying. Reactants: O=S(=O)(c1ccccc1)n1ncc2c(-c3nnc(CBr)o3)cc(Br)cc21, CC(C)N1C(C)CNCC1C, CC#N, CCN(C(C)C)C(C)C, ClCCl, [I-], [Na+]. Product: CC(C)N1C(C)CN(Cc2nnc(-c3cc(Br)cc4c3cnn4S(=O)(=O)c3ccccc3)o2)CC1C. RXN SMILES: [Br:1][c:2]1[cH:3][c:4](-[c:20]2[o:21][c:22]([CH2:25][Br:26])[n:23][n:24]2)[c:5]2[cH:6][n:7][n:8]([S:11](=[O:12])(=[O:13])[c:14]3[cH:15][cH:16][cH:17][cH:18][cH:19]3)[c:9]2[cH:10]1.[CH3:27][CH:28]1[N:29]([CH:35]([CH3:36])[CH3:37])[CH:30]([CH3:34])[CH2:31][NH:32][CH2:33]1.[CH3:49][C:50]#[N:51].[CH:38]([N:39]([CH2:40][CH3:41])[CH:42]([CH3:43])[CH3:44])([CH3:45])[CH3:46].[Cl:52][CH2:53][Cl:54].[I-:48].[Na+:47]>>[Br:1][c:2]1[cH:3][c:4](-[c:20]2[o:21][c:22]([CH2:25][N:32]3[CH2:31][CH:30]([CH3:34])[N:29]([CH:35]([CH3:36])[CH3:37])[CH:28]([CH3:27])[CH2:33]3)[n:23][n:24]2)[c:5]2[cH:6][n:7][n:8]([S:11](=[O:12])(=[O:13])[c:14]3[cH:15][cH:16][cH:17][cH:18][cH:19]3)[c:9]2[cH:10]1. The reactants are Cc1nnc(-c2ccc3occ(-c4cn[nH]c4)c3c2)o1, COCCl, CN(C)C=O, [H-], [Na+], O. The product is COCn1cc(-c2coc3ccc(-c4nnc(C)o4)cc23)cn1. Reaction SMILES: [CH3:1][c:2]1[o:3][c:4](-[c:7]2[cH:8][cH:9][c:10]3[c:11]([c:12](-[c:15]4[cH:16][n:17][nH:18][cH:19]4)[cH:13][o:14]3)[cH:20]2)[n:5][n:6]1.[CH3:21][O:22][CH2:23][Cl:24].[CH3:28][N:29]([CH3:30])[CH:31]=[O:32].[H-:25].[Na+:26].[OH2:27]>>[CH3:1][c:2]1[o:3][c:4](-[c:7]2[cH:8][cH:9][c:10]3[c:11]([c:12](-[c:15]4[cH:16][n:17][n:18]([CH2:23][O:22][CH3:21])[cH:19]4)[cH:13][o:14]3)[cH:20]2)[n:5][n:6]1. Reactants: BrCBr, [H-], [Na+], CN(C)C=O, CC(C)(C)OC(=O)N1CC(O)C(O)C1. Product: CC(C)(C)OC(=O)N1CC2OCOC2C1. RXN SMILES: [Br:17][CH2:18][Br:19].[H-:15].[Na+:16].[O:20]=[CH:21][N:22]([CH3:23])[CH3:24].[OH:1][CH:2]1[CH2:3][N:4]([C:8](=[O:9])[O:10][C:11]([CH3:12])([CH3:13])[CH3:14])[CH2:5][CH:6]1[OH:7]>>[O:1]1[CH:2]2[CH2:3][N:4]([C:8](=[O:9])[O:10][C:11]([CH3:12])([CH3:13])[CH3:14])[CH2:5][CH:6]2[O:7][CH2:18]1. Reactants: C(CCC)C1=NC2=C(N1CC1=CC=C(C=C1)C=1C(=CC=CC1)C(=O)OC(C)(C)C)C=C(C=C2)NC(CC)=O (tert.butyl 4'-[(2-n-butyl-6-propionylamino-benzimidazol-1-yl)-methyl]biphenyl-2-carboxylate), FC(C(=O)O)(F)F (trifluoroacetic acid). Yields the product C(CCC)C1=NC2=C(N1CC1=CC=C(C=C1)C=1C(=CC=CC1)C(=O)O)C=C(C=C2)NC(CC)=O (4'-[(2-n-Butyl-6-propionylamino-benzimidazol-1-yl)-methyl]biphenyl-2-carboxylic acid). Reaction SMILES: [CH2:1]([C:5]1[N:9]([CH2:10][C:11]2[CH:16]=[CH:15][C:14]([C:17]3[C:18]([C:23]([O:25]C(C)(C)C)=[O:24])=[CH:19][CH:20]=[CH:21][CH:22]=3)=[CH:13][CH:12]=2)[C:8]2[CH:30]=[C:31]([NH:34][C:35](=[O:38])[CH2:36][CH3:37])[CH:32]=[CH:33][C:7]=2[N:6]=1)[CH2:2][CH2:3][CH3:4].FC(F)(F)C(O)=O>>[CH2:1]([C:5]1[N:9]([CH2:10][C:11]2[CH:16]=[CH:15][C:14]([C:17]3[C:18]([C:23]([OH:25])=[O:24])=[CH:19][CH:20]=[CH:21][CH:22]=3)=[CH:13][CH:12]=2)[C:8]2[CH:30]=[C:31]([NH:34][C:35](=[O:38])[CH2:36][CH3:37])[CH:32]=[CH:33][C:7]=2[N:6]=1)[CH2:2][CH2:3][CH3:4]. Procedure: Prepared in analogous manner to Example 9 from tert.butyl 4'-[(2-n-butyl-6-propionylamino-benzimidazol-1-yl)-methyl]biphenyl-2-carboxylate and trifluoroacetic acid.